Dataset: the Open Reaction Database (ORD), a public repository of structured organic reaction records. Task: describe an organic reaction: reactants, conditions, products, and yield Reactants: [BH4-].[Na+] (NaBH4), FC1=CC=C(CN2C3=C(C4=CC=CC=C24)C(=C(N(C3=O)C)C(=O)O)C3=CC=C(C=C3)C)C=C1 (9-(4-fluorobenzyl)-2-methyl-1-oxo-4-(p-tolyl)-2,9-dihydro-1H-pyrido[3,4-b]indole-3-carboxylic acid), S(=O)(Cl)Cl (thionyl chloride), [BH4-].[Na+] (sodium borohydride). Run at temperature 70 celsius. The product is FC1=CC=C(CN2C3=C(C4=CC=CC=C24)C(=C(N(C3=O)C)CO)C3=CC=C(C=C3)C)C=C1 (9-(4-fluorobenzyl)-3-(hydroxymethyl)-2-methyl-4-(p-tolyl)-2,9-dihydro-1H-pyrido[3,4-b]indol-1-one). Isolated yield 90.4%. As a reaction SMILES: [F:1][C:2]1[CH:33]=[CH:32][C:5]([CH2:6][N:7]2[C:15]3[C:10](=[CH:11][CH:12]=[CH:13][CH:14]=3)[C:9]3[C:16]([C:25]4[CH:30]=[CH:29][C:28]([CH3:31])=[CH:27][CH:26]=4)=[C:17]([C:22](O)=[O:23])[N:18]([CH3:21])[C:19](=[O:20])[C:8]2=3)=[CH:4][CH:3]=1.S(Cl)(Cl)=O.[BH4-].[Na+]>>[F:1][C:2]1[CH:3]=[CH:4][C:5]([CH2:6][N:7]2[C:15]3[C:10](=[CH:11][CH:12]=[CH:13][CH:14]=3)[C:9]3[C:16]([C:25]4[CH:26]=[CH:27][C:28]([CH3:31])=[CH:29][CH:30]=4)=[C:17]([CH2:22][OH:23])[N:18]([CH3:21])[C:19](=[O:20])[C:8]2=3)=[CH:32][CH:33]=1 |f:2.3|. Procedure: A mixture of methyl 9-(4-fluorobenzyl)-2-methyl-1-oxo-4-(p-tolyl)-2,9-dihydro-1H-pyrido[3,4-b]indole-3-carboxylate (625 mg, 1.375 mmol) in Methanol (10 mL) and Tetrahydrofuran (THF) (10.00 mL) was treated with 2M LiOH (20 mL, 40.0 mmol) and then refluxed overnight. The mixture was cooled to 0° C., treated with HCl (1M) until pH<2 and then filtered to afford 9-(4-fluorobenzyl)-2-methyl-1-oxo-4-(p-tolyl)-2,9-dihydro-1H-pyrido[3,4-b]indole-3-carboxylic acid as a white solid (595 mg, 1.35 mmol, 98% ... Starting materials: CCCCOC(=O)C=CC1C(C(=O)OC(C)(C)C)C1(C)C, C=C(C)C, Cc1ccccc1, Cc1ccc(S(=O)(=O)O)cc1. Product: CCCCOC(=O)C=CC1C(C(=O)O)C1(C)C. Reaction SMILES: [C:1]([CH3:2])([CH3:3])([CH3:4])[O:5][C:6](=[O:7])[CH:8]1[C:9]([CH3:20])([CH3:21])[CH:10]1[CH:11]=[CH:12][C:13](=[O:14])[O:15][CH2:16][CH2:17][CH2:18][CH3:19].[CH3:33][C:34](=[CH2:35])[CH3:36].[CH3:37][c:38]1[cH:39][cH:40][cH:41][cH:42][cH:43]1.[c:22]1([CH3:23])[cH:24][cH:25][c:26]([S:27]([OH:28])(=[O:29])=[O:30])[cH:31][cH:32]1>>[O:5]=[C:6]([OH:7])[CH:8]1[C:9]([CH3:20])([CH3:21])[CH:10]1[CH:11]=[CH:12][C:13](=[O:14])[O:15][CH2:16][CH2:17][CH2:18][CH3:19]. The reactants are COC(=O)CC(NC(=O)OC(C)(C)C)c1ccc(Cl)cc1, ClCCl, Cl. Yields the product COC(=O)CC(N)c1ccc(Cl)cc1. As a reaction SMILES: [C:2]([O:3][C:4](=[O:5])[NH:9][CH:10]([CH2:11][C:12](=[O:13])[O:14][CH3:15])[c:16]1[cH:17][cH:18][c:19]([Cl:22])[cH:20][cH:21]1)([CH3:6])([CH3:7])[CH3:8].[Cl:23][CH2:24][Cl:25].[ClH:1]>>[NH2:9][CH:10]([CH2:11][C:12](=[O:13])[O:14][CH3:15])[c:16]1[cH:17][cH:18][c:19]([Cl:22])[cH:20][cH:21]1. The reactants are CC(C)=O, CC(C)(C)OC(=O)N1CCCC1C(=O)CCl, [I-], [K+], O=[Mn](=O)(=O)[O-], [Na+]. The product is CC(C)(C)OC(=O)N1CCCC1C(=O)CI. RXN SMILES: [CH3:25][C:26](=[O:27])[CH3:28].[Cl:1][CH2:2][C:3](=[O:4])[CH:5]1[N:6]([C:10](=[O:11])[O:12][C:13]([CH3:14])([CH3:15])[CH3:16])[CH2:7][CH2:8][CH2:9]1.[I-:17].[K+:24].[Mn:19]([O-:20])(=[O:21])(=[O:22])=[O:23].[Na+:18]>>[CH2:2]([C:3](=[O:4])[CH:5]1[N:6]([C:10](=[O:11])[O:12][C:13]([CH3:14])([CH3:15])[CH3:16])[CH2:7][CH2:8][CH2:9]1)[I:17]. The reactants are CNC(=O)c1c(O)ccc2cc(Br)ccc12, CC(C)(C)[Si](C)(C)Cl, CC(=O)OI1(OC(C)=O)(OC(C)=O)OC(=O)c2ccccc21, c1c[nH]cn1. The product is CNC(=O)c1c(O[Si](C)(C)C(C)(C)C)ccc2cc(Br)ccc12. RXN SMILES: [Br:1][c:2]1[cH:3][c:4]2[cH:5][cH:6][c:7]([OH:16])[c:8]([C:12](=[O:13])[NH:14][CH3:15])[c:9]2[cH:10][cH:11]1.[C:17]([CH3:18])([CH3:19])([CH3:20])[Si:21]([CH3:22])([CH3:23])[Cl:24].[CH3:30][C:31]([O:32][I:33]1([O:43][C:44]([CH3:45])=[O:46])([O:47][C:48]([CH3:49])=[O:50])[c:34]2[c:35]([cH:36][cH:37][cH:38][cH:39]2)[C:40](=[O:41])[O:42]1)=[O:51].[nH:25]1[cH:26][cH:27][n:28][cH:29]1>>[Br:1][c:2]1[cH:3][c:4]2[cH:5][cH:6][c:7]([O:16][Si:21]([C:17]([CH3:18])([CH3:19])[CH3:20])([CH3:22])[CH3:23])[c:8]([C:12](=[O:13])[NH:14][CH3:15])[c:9]2[cH:10][cH:11]1. Reactants: CS(=O)(=O)OC=1C=C2CCC(NC2=CC1C(CCCl)=O)=O (6-methylsulfonyloxy-7-(3-chloropropionyl)-3,4-dihydrocarbostyril), [H][H] (hydrogen). Reagents/catalysts: [Pd] (palladium black). The solvent is C(C)O (ethanol). The product is ClCCC(=O)C1=CC=C2CCC(NC2=C1)=O (7-(3-chloropropionyl)-3,4-dihydrocarbostyril). As a reaction SMILES: CS(O[C:6]1[CH:7]=[C:8]2[C:13](=[CH:14][C:15]=1[C:16](=[O:20])[CH2:17][CH2:18][Cl:19])[NH:12][C:11](=[O:21])[CH2:10][CH2:9]2)(=O)=O.[H][H]>C(O)C.[Pd]>[Cl:19][CH2:18][CH2:17][C:16]([C:15]1[CH:14]=[C:13]2[C:8]([CH2:9][CH2:10][C:11](=[O:21])[NH:12]2)=[CH:7][CH:6]=1)=[O:20]. Procedure: 3.0 Grams of 6-methylsulfonyloxy-7-(3-chloropropionyl)-3,4-dihydrocarbostyril and 0.5 g of palladium black were suspended in 200 ml of ethanol and the suspension was subjected to catalytic reduction under 3 atmospheric pressure of hydrogen gas at a room temperature for 5 hours under stirring condition. The reaction mixture was filtered and the mother liquor was concentrated under a reduced pressure to obtain a residue. The residue was recrystallized from ethanol to obtain a 1.2 g of 7-(3-chlorop... Starting materials: F[B-](F)(F)F, CCCCNCc1cccc(OC)c1OC, CCOC(C)=O, CCN(C(C)C)C(C)C, CN(C)C=O, O=C(O)CCc1ccc(O)cc1, CN(C)C(On1nnc2ccccc21)=[N+](C)C. Yields the product CCCCN(Cc1cccc(OC)c1OC)C(=O)CCc1ccc(O)cc1. RXN SMILES: [B-:29]([F:30])([F:31])([F:32])[F:33].[CH3:1][O:2][c:3]1[c:4]([CH2:5][NH:6][CH2:7][CH2:8][CH2:9][CH3:10])[cH:11][cH:12][cH:13][c:14]1[O:15][CH3:16].[CH3:65][CH2:66][O:67][C:68]([CH3:69])=[O:70].[CH:51]([N:52]([CH:53]([CH3:54])[CH3:55])[CH2:56][CH3:57])([CH3:58])[CH3:59].[O:60]=[CH:61][N:62]([CH3:63])[CH3:64].[OH:17][C:18](=[O:19])[CH2:20][CH2:21][c:22]1[cH:23][cH:24][c:25]([OH:26])[cH:27][cH:28]1.[n:34]1([O:35][C:36]([N:37]([CH3:38])[CH3:39])=[N+:40]([CH3:41])[CH3:42])[c:43]2[cH:44][cH:45][cH:46][cH:47][c:48]2[n:49][n:50]1>>[CH3:1][O:2][c:3]1[c:4]([CH2:5][N:6]([CH2:7][CH2:8][CH2:9][CH3:10])[C:18](=[O:17])[CH2:20][CH2:21][c:22]2[cH:23][cH:24][c:25]([OH:26])[cH:27][cH:28]2)[cH:11][cH:12][cH:13][c:14]1[O:15][CH3:16].